This data is from the Open Reaction Database (ORD), a public repository of structured organic reaction records. The task is: describe an organic reaction: reactants, conditions, products, and yield Reactants: CI, [K+], [K+], N#Cc1ccc([N+](=O)[O-])c(N)c1O, O=C([O-])[O-], CN(C)C=O. Yields the product COc1c(C#N)ccc([N+](=O)[O-])c1N. Reaction SMILES: [I:20][CH3:21].[K+:14].[K+:15].[NH2:1][c:2]1[c:3]([OH:13])[c:4]([C:5]#[N:6])[cH:7][cH:8][c:9]1[N+:10](=[O:11])[O-:12].[O-:16][C:17]([O-:18])=[O:19].[O:22]=[CH:23][N:24]([CH3:25])[CH3:26]>>[NH2:1][c:2]1[c:3]([O:13][CH3:17])[c:4]([C:5]#[N:6])[cH:7][cH:8][c:9]1[N+:10](=[O:11])[O-:12].